The task is: describe an organic reaction: reactants, conditions, products, and yield. This data is from the Open Reaction Database (ORD), a public repository of structured organic reaction records. Starting materials: C(#N)C=1C(=NSC1N=C(N(C)C)Cl)C(C)C (N'-(4-cyano- 3-isopropyl-5-isothiazolyl)-N,N-dimethylchloroformamidine), [C-]#N.[K+] (potassium cyanide), 2,3,11,12-dibenzo-1,4,7,10,13,16-hexaoxacycloocta- 2,11-diene. Run in C(C)#N (aceto-nitrile). Yields the product C(#N)C=1C(=NSC1N=C(N(C)C)C#N)C(C)C (N'-(4-cyano-3-isopropyl-5-isothiazolyl)-N,N-dimethylcyanoformamidine). Yield: 63.8%. Reaction SMILES: [C:1]([C:3]1[C:4]([CH:14]([CH3:16])[CH3:15])=[N:5][S:6][C:7]=1[N:8]=[C:9](Cl)[N:10]([CH3:12])[CH3:11])#[N:2].[C-:17]#[N:18].[K+]>C(#N)C>[C:1]([C:3]1[C:4]([CH:14]([CH3:16])[CH3:15])=[N:5][S:6][C:7]=1[N:8]=[C:9]([C:17]#[N:18])[N:10]([CH3:12])[CH3:11])#[N:2] |f:1.2|. Reported procedure: In the manner of Example VII, 7 g of N'-(4-cyano- 3-isopropyl-5-isothiazolyl)-N,N-dimethylchloroformamidine, 3.6 g of anhydrous potassium cyanide, and a catalytic amount of 2,3,11,12-dibenzo-1,4,7,10,13,16-hexaoxacycloocta- 2,11-diene in 200 ml of dry aceto-nitrile were allowed to react for several days. After solvents were removed under reduced pressure, the residue was recrystallized from methylcyclohexane to yield 4.3 g of N'-(4-cyano-3-isopropyl-5-isothiazolyl)-N,N-dimethylcyanoformamidine, ... The reactants are C1COCCN1, CCN=C=NCCCN(C)C, ClCCl, CN1CCOCC1, Cl, Cc1cc(C(=O)O)ncc1C(c1cc(F)ccc1F)S(=O)(=O)c1ccc(F)cc1, On1nnc2ccccc21. Product: Cc1cc(C(=O)N2CCOCC2)ncc1C(c1cc(F)ccc1F)S(=O)(=O)c1ccc(F)cc1. As a reaction SMILES: [CH2:30]1[CH2:31][O:32][CH2:33][CH2:34][NH:35]1.[CH2:47]([N:48]=[C:49]=[N:50][CH2:51][CH2:52][CH2:53][N:54]([CH3:55])[CH3:56])[CH3:57].[CH2:65]([Cl:66])[Cl:67].[CH3:58][N:59]1[CH2:60][CH2:61][O:62][CH2:63][CH2:64]1.[ClH:46].[F:1][c:2]1[c:3]([CH:9]([c:10]2[c:11]([CH3:19])[cH:12][c:13]([C:16](=[O:17])[OH:18])[n:14][cH:15]2)[S:20](=[O:21])(=[O:22])[c:23]2[cH:24][cH:25][c:26]([F:29])[cH:27][cH:28]2)[cH:4][c:5]([F:8])[cH:6][cH:7]1.[OH:36][n:37]1[c:38]2[cH:39][cH:40][cH:41][cH:42][c:43]2[n:44][n:45]1>>[F:1][c:2]1[c:3]([CH:9]([c:10]2[c:11]([CH3:19])[cH:12][c:13]([C:16](=[O:17])[N:35]3[CH2:30][CH2:31][O:32][CH2:33][CH2:34]3)[n:14][cH:15]2)[S:20](=[O:21])(=[O:22])[c:23]2[cH:24][cH:25][c:26]([F:29])[cH:27][cH:28]2)[cH:4][c:5]([F:8])[cH:6][cH:7]1.